From a dataset of the Open Reaction Database (ORD), a public repository of structured organic reaction records. describe an organic reaction: reactants, conditions, products, and yield Starting materials: C(C)P(=O)(O[C@H](C(=O)NCCC(=O)O)CC1=CC=CC=C1)O (N-[(S)2-[(ethylhydroxyphosphinyl)oxy]-1-oxo-3-phenylpropyl]β-alanine), [Ca] (calcium). Yields the product C1(=CC=CC=C1)COC(CCNC([C@H](CC1=CC=CC=C1)OP(=O)CCOCC)=O)=O (N-[(S)2-[(ethoxyethylphosphinyl)oxy]-1-oxo-3-phenylpropyl]β-alanine (phenylmethyl) ester). RXN SMILES: [CH2:1]([P:3]([OH:22])([O:5][C@@H:6]([CH2:15][C:16]1[CH:21]=[CH:20][CH:19]=[CH:18][CH:17]=1)[C:7]([NH:9][CH2:10][CH2:11][C:12]([OH:14])=[O:13])=[O:8])=O)[CH3:2].[Ca]>>[C:16]1([CH2:15][O:14][C:12](=[O:13])[CH2:11][CH2:10][NH:9][C:7](=[O:8])[C@@H:6]([O:5][PH:3]([CH2:1][CH2:2][O:5][CH2:6][CH3:7])=[O:22])[CH2:15][C:16]2[CH:17]=[CH:18][CH:19]=[CH:20][CH:21]=2)[CH:21]=[CH:20][CH:19]=[CH:18][CH:17]=1. Procedure: N-[(S)2-[(ethylhydroxyphosphinyl)oxy]-1-oxo-3-phenylpropyl]β-alanine, calcium salt thereof;